The task is: describe an organic reaction: reactants, conditions, products, and yield. This data is from the Open Reaction Database (ORD), a public repository of structured organic reaction records. Starting materials: COc1ccc(-c2cc(CCC=O)nn2-c2ccccc2)cc1, Cc1ccc(N2CCNCC2)c(C)c1, CCN(C(C)C)C(C)C. Yields the product COc1ccc(-c2cc(CCCN3CCN(c4ccc(C)cc4C)CC3)nn2-c2ccccc2)cc1. Reaction SMILES: [CH3:1][O:2][c:3]1[cH:4][cH:5][c:6](-[c:9]2[cH:10][c:11]([CH2:20][CH2:21][CH:22]=[O:23])[n:12][n:13]2-[c:14]2[cH:15][cH:16][cH:17][cH:18][cH:19]2)[cH:7][cH:8]1.[CH3:24][c:25]1[c:26]([N:32]2[CH2:33][CH2:34][NH:35][CH2:36][CH2:37]2)[cH:27][cH:28][c:29]([CH3:31])[cH:30]1.[CH:38]([N:39]([CH2:40][CH3:41])[CH:42]([CH3:43])[CH3:44])([CH3:45])[CH3:46]>>[CH3:1][O:2][c:3]1[cH:4][cH:5][c:6](-[c:9]2[cH:10][c:11]([CH2:20][CH2:21][CH2:22][N:35]3[CH2:34][CH2:33][N:32]([c:26]4[c:25]([CH3:24])[cH:30][c:29]([CH3:31])[cH:28][cH:27]4)[CH2:37][CH2:36]3)[n:12][n:13]2-[c:14]2[cH:15][cH:16][cH:17][cH:18][cH:19]2)[cH:7][cH:8]1. Reactants: [OH-].[Na+] (NaOH), C(C)(C)(C)O[C@H](C(=O)OC)C1=C(C2=C(N=C(S2)C2=NC(=NC=C2)Cl)C=C1C)C1=CC=C(C=C1)Cl ((S)-methyl 2-tert-butoxy-2-(7-(4-chlorophenyl)-2-(2-chloropyrimidin-4-yl)-5-methylbenzo[d]thiazol-6-yl)acetate), O1CCOCC1 (dioxane), N1CCNCC1 (piperazine). The solvent is C(C)O (Ethanol), CCN(CC)CC (Et3N), O (H2O). Run at temperature 60 celsius. The product is C(C)(C)(C)O[C@H](C(=O)O)C1=C(C2=C(N=C(S2)C2=NC(=NC=C2)N2CCNCC2)C=C1C)C1=CC=C(C=C1)Cl ((S)-2-tert-butoxy-2-(7-(4-chlorophenyl)-5-methyl-2-(2-(piperazin-1-yl)pyrimidin-4-yl)benzo[d]thiazol-6-yl)acetic acid). Reaction SMILES: [C:1]([O:5][C@@H:6]([C:11]1[C:26]([CH3:27])=[CH:25][C:14]2[N:15]=[C:16]([C:18]3[CH:23]=[CH:22][N:21]=[C:20](Cl)[N:19]=3)[S:17][C:13]=2[C:12]=1[C:28]1[CH:33]=[CH:32][C:31]([Cl:34])=[CH:30][CH:29]=1)[C:7]([O:9]C)=[O:8])([CH3:4])([CH3:3])[CH3:2].O1CCOCC1.[NH:41]1[CH2:46][CH2:45][NH:44][CH2:43][CH2:42]1.[OH-].[Na+]>C(O)C.CCN(CC)CC.O>[C:1]([O:5][C@@H:6]([C:11]1[C:26]([CH3:27])=[CH:25][C:14]2[N:15]=[C:16]([C:18]3[CH:23]=[CH:22][N:21]=[C:20]([N:41]4[CH2:46][CH2:45][NH:44][CH2:43][CH2:42]4)[N:19]=3)[S:17][C:13]=2[C:12]=1[C:28]1[CH:33]=[CH:32][C:31]([Cl:34])=[CH:30][CH:29]=1)[C:7]([OH:9])=[O:8])([CH3:3])([CH3:4])[CH3:2] |f:3.4|. Reported procedure: A vial was charged with a solution of (S)-methyl 2-tert-butoxy-2-(7-(4-chlorophenyl)-2-(2-chloropyrimidin-4-yl)-5-methylbenzo[d]thiazol-6-yl)acetate (10 mg), dioxane (500 μL), H2O (200 μL), Et3N (50 μL), and piperazine (40 mg). The reaction was heated to 60° C. for 1 h. Ethanol (absolute, 500 μL) and 5 M aq NaOH (500 μL) were added. The reaction was heated to 60° C. for 30 min. The reaction was cooled to 23° C. and directly purified by reverse phase HPLC (5-100% ACN/H2O+0.1% TFA) giving the titl...